describe an organic reaction: reactants, conditions, products, and yield From a dataset of the Open Reaction Database (ORD), a public repository of structured organic reaction records. The reactants are NC1=NC=C(C(=C1N)N[C@H]1[C@H]([C@@H]2C=C[C@H]1C2)C(=O)N)Cl ((1S,2S,3R,4R)-3-(2,3-Diamino-5-chloro-pyridin-4-ylamino)-bicyclo[2.2.1]hept-5-ene-2-carboxylic acid amide), C(=O)C1=CC=C(OCC(=O)O)C=C1 (2-(4-Formylphenoxy)acetic acid). Yields the product C(N)(=O)[C@@H]1[C@@H]([C@H]2C=C[C@@H]1C2)NC2=C1C(=NC=C2Cl)NC(=N1)C1=CC=C(OCC(=O)O)C=C1 (2-(4-(7-((1R,2R,3S,4S)-3-carbamoylbicyclo[2.2.1]hept-5-en-2-ylamino)-6-chloro-3H-imidazo[4,5-b]pyridin-2-yl)phenoxy)acetic acid). Isolated yield 29.0%. RXN SMILES: [NH2:1][C:2]1[C:7]([NH2:8])=[C:6]([NH:9][C@@H:10]2[C@@H:15]3[CH2:16][C@@H:12]([CH:13]=[CH:14]3)[C@@H:11]2[C:17]([NH2:19])=[O:18])[C:5]([Cl:20])=[CH:4][N:3]=1.[CH:21]([C:23]1[CH:33]=[CH:32][C:26]([O:27][CH2:28][C:29]([OH:31])=[O:30])=[CH:25][CH:24]=1)=O>>[C:17]([C@H:11]1[C@H:12]2[CH2:16][C@H:15]([CH:14]=[CH:13]2)[C@H:10]1[NH:9][C:6]1[C:5]([Cl:20])=[CH:4][N:3]=[C:2]2[NH:1][C:21]([C:23]3[CH:33]=[CH:32][C:26]([O:27][CH2:28][C:29]([OH:31])=[O:30])=[CH:25][CH:24]=3)=[N:8][C:7]=12)(=[O:18])[NH2:19]. Procedure details: (1S,2S,3R,4R)-3-(2,3-Diamino-5-chloro-pyridin-4-ylamino)-bicyclo[2.2.1]hept-5-ene-2-carboxylic acid amide (1 eq.) and 2-(4-Formylphenoxy)acetic acid (53) (1.1 eq) were reacted in an analogous manner as compound CCXXIII to yield the desired product (29%) as a white solid. NMR: δ (1H, 400 MHz, DMSO-d6): 1.37 (1H, d, J=8.4 Hz), 2.23 (1H, d, J=8.4 Hz), 2.62 (1H, d, J=7.6 Hz), 2.77 (1H, s), 2.88 (1H, s), 4.31 (2H, bs), 5.20 (1H, t, J=8.8 Hz), 6.34-6.41 (2H, m), 6.77 (1H, d, J=8.8 Hz), 6.95 (2H, d, J=... Starting materials: CC(=O)O, CCOC(=O)CP(=O)(OCC)OCC, COc1c(C=O)ccc2sccc12, [H-], [Na+], C1CCOC1. Product: CCOC(=O)C=Cc1ccc2sccc2c1OC. Reaction SMILES: [CH3:30][C:31](=[O:32])[OH:33].[CH3:3][CH2:4][O:5][C:6](=[O:7])[CH2:8][P:9]([O:10][CH2:11][CH3:12])([O:13][CH2:14][CH3:15])=[O:16].[CH:17](=[O:18])[c:19]1[c:20]([O:28][CH3:29])[c:21]2[c:22]([s:23][cH:24][cH:25]2)[cH:26][cH:27]1.[H-:1].[Na+:2].[O:34]1[CH2:35][CH2:36][CH2:37][CH2:38]1>>[CH3:3][CH2:4][O:5][C:6](=[O:7])[CH:8]=[CH:17][c:19]1[c:20]([O:28][CH3:29])[c:21]2[c:22]([s:23][cH:24][cH:25]2)[cH:26][cH:27]1. Starting materials: CCOC(=O)/N=N/C(=O)OCC (DEAD), C(C)N1C2=C(N(C(C3=C1N=CC(=C3)CCO)=O)C)C=CC=N2 (11-ethyl-5,11-dihydro-8-(2-hydroxyethyl)-5-methyl-6H-dipyrido[3,2-b:2′,3′-e][1,4]diazepin-6-one), OC1=C(C=C(C=C1)C1=NOC(=C1)C(=O)OCC)C (ethyl 3-(4-hydroxy-3-methylphenyl)-5-isoxazolecarboxylate), C1=CC=C(C=C1)P(C2=CC=CC=C2)C3=CC=CC=C3 (PPh3). The solvent is C1CCOC1 (THF). Conditions: temperature 25 celsius, time 18 hour. Product: C(C)N1C2=C(N(C(C3=C1N=CC(=C3)CCOC3=C(C=C(C=C3)C3=NOC(=C3)C(=O)OCC)C)=O)C)C=CC=N2 (Ethyl 3-{4-[2-(11-ethyl-6,11-dihydro-5-methyl-6-oxo-5H-dipyrido[3,2-b:2′,3′-e][1,4]diazepin-8-yl)ethoxy]-3-methylphenyl}-5-isoxazolecarboxylate). Yield: 45.3%. RXN SMILES: CCOC(/N=N/C(OCC)=O)=O.[CH2:13]([N:15]1[C:21]2[N:22]=[CH:23][C:24]([CH2:26][CH2:27][OH:28])=[CH:25][C:20]=2[C:19](=[O:29])[N:18]([CH3:30])[C:17]2[CH:31]=[CH:32][CH:33]=[N:34][C:16]1=2)[CH3:14].O[C:36]1[CH:41]=[CH:40][C:39]([C:42]2[CH:46]=[C:45]([C:47]([O:49][CH2:50][CH3:51])=[O:48])[O:44][N:43]=2)=[CH:38][C:37]=1[CH3:52].C1C=CC(P(C2C=CC=CC=2)C2C=CC=CC=2)=CC=1>C1COCC1>[CH2:13]([N:15]1[C:21]2[N:22]=[CH:23][C:24]([CH2:26][CH2:27][O:28][C:36]3[CH:41]=[CH:40][C:39]([C:42]4[CH:46]=[C:45]([C:47]([O:49][CH2:50][CH3:51])=[O:48])[O:44][N:43]=4)=[CH:38][C:37]=3[CH3:52])=[CH:25][C:20]=2[C:19](=[O:29])[N:18]([CH3:30])[C:17]2[CH:31]=[CH:32][CH:33]=[N:34][C:16]1=2)[CH3:14]. Reported procedure: DEAD (55 μL, 0.35 mmol) was added over 30 min to a solution of 11-ethyl-5,11-dihydro-8-(2-hydroxyethyl)-5-methyl-6H-dipyrido[3,2-b:2′,3′-e][1,4]diazepin-6-one (70.0 mg, 0.23 mmol), ethyl 3-(4-hydroxy-3-methylphenyl)-5-isoxazolecarboxylate (86.5 mg, 0.35 mmol) and PPh3 (91.8 mg, 0.35 mmol) in THF (2 mL) at 25° C. The reaction mixture was stirred at 25° C. for 18 h. The mixture was concentrated under reduced pressure. The residue was purified by flash chromatography (CH2Cl2:EtOAc, 10:1) to give th... Starting materials: COC=1C=C(C=CC1OC)C(=CC(=O)OC)C1=CC(=C(C=C1)OC)OC (methyl 3,3-bis-(3',4'-dimethoxyphenyl)acrylate), C(C)OP(OCC)(=O)CC#N (diethylcyanomethylphosphonate), C[Si]([N-][Si](C)(C)C)(C)C.[Li+] (lithium hexamethyldisilazide), COC=1C=C(C(=O)C2=CC3=C(C=C2)OCO3)C=CC1OC (1-(3,4-dimethoxybenzoyl)-3,4-methylenedioxybenzene). Yields the product COC=1C=C(C=CC1OC)C(=CC#N)C1=CC2=C(C=C1)OCO2 (3-(3,4-Dimethoxyphenyl)-3-(3,4-methylenedioxyphenyl)acrylonitrile), mixture. Isolated yield 51.0%. Reaction SMILES: C[O:2][C:3]1[CH:4]=[C:5]([C:11]([C:17]2[CH:22]=[CH:21][C:20]([O:23][CH3:24])=[C:19]([O:25][CH3:26])[CH:18]=2)=[CH:12][C:13](OC)=O)[CH:6]=[CH:7][C:8]=1[O:9][CH3:10].COC1C=C(C=CC=1OC)C(C1C=CC2OCOC=2C=1)=O.C(OP(CC#[N:58])(=O)OCC)C.C[Si](C)(C)[N-][Si](C)(C)C.[Li+]>>[CH3:26][O:25][C:19]1[CH:18]=[C:17]([C:11]([C:5]2[CH:6]=[CH:7][C:8]3[O:9][CH2:10][O:2][C:3]=3[CH:4]=2)=[CH:12][C:13]#[N:58])[CH:22]=[CH:21][C:20]=1[O:23][CH3:24] |f:3.4|. Procedure: 3-(3,4-Dimethoxyphenyl)-3-(3,4-methylenedioxyphenyl)acrylonitrile was prepared analogously to methyl 3,3-bis-(3',4'-dimethoxyphenyl)acrylate using 1-(3,4-dimethoxybenzoyl)-3,4-methylenedioxybenzene (1.43 g, 5 mmol), diethylcyanomethylphosphonate (0.91 mL, 5.5 mmol) and lithium hexamethyldisilazide (4.2 mL, 5.5 mmol, 1.3M) with a reaction time of 1 hour at reflux and 24 hours at room temperature. The crude product was purified by chromatography (silica gel, 2% ethyl acetate/methylene chloride) to... Reactants: CO.CCOC(=O)C (MeOH EtOAc), NC=1C=NC2=CC=CC=C2C1NNC(=O)OC(C)(C)C (tert-butyl N′-(3-aminoquinolin-4-yl)hydrazinecarboxylate), C(C)(OC)(OC)OC (trimethyl orthoacetate). Reagents/catalysts: Cl.N1=CC=CC=C1 (pyridine hydrochloride). The solvent is C1(=CC=CC=C1)C (toluene). Run at time 3 hour. Product: CC=1N(C2=C(C=NC=3C=CC=CC23)N1)NC(OC(C)(C)C)=O (tert-butyl N-(2-methyl-1H-imidazo[4,5-c]quinolin-1-yl)carbamate). Yield: 84.4%. As a reaction SMILES: [NH2:1][C:2]1[CH:3]=[N:4][C:5]2[C:10]([C:11]=1[NH:12][NH:13][C:14]([O:16][C:17]([CH3:20])([CH3:19])[CH3:18])=[O:15])=[CH:9][CH:8]=[CH:7][CH:6]=2.[C:21](OC)(OC)(OC)[CH3:22].CO.CCOC(C)=O>C1(C)C=CC=CC=1.Cl.N1C=CC=CC=1>[CH3:21][C:22]1[N:12]([NH:13][C:14](=[O:15])[O:16][C:17]([CH3:20])([CH3:19])[CH3:18])[C:11]2[C:10]3[CH:9]=[CH:8][CH:7]=[CH:6][C:5]=3[N:4]=[CH:3][C:2]=2[N:1]=1 |f:2.3,5.6|. Reported procedure: A solution of tert-butyl N′-(3-aminoquinolin-4-yl)hydrazinecarboxylate (11.67 g, 42.5 mmol) in 400 mL of anhydrous toluene was treated with trimethyl orthoacetate (5.96 mL, 46.8 mmol) and pyridine hydrochloride (100 mg) under an atmosphere of N2 and heated to reflux. After stirring for 3 h, the reaction mixture was concentrated under reduced pressure to give a red solid. Chromatography (SiO2, 0–10% MeOH/EtOAc) gave tert-butyl N-(2-methyl-1H-imidazo[4,5-c]quinolin-1-yl)carbamate (10.7 g) as a yel... Starting materials: C1CCOC1, COC(=O)CC(C1CCCC1)n1cc(-c2ncnc3c2ccn3COCC[Si](C)(C)C)cn1, Cl, [Li+], [OH-], O, O. Product: C[Si](C)(C)CCOCn1ccc2c(-c3cnn(C(CC(=O)O)C4CCCC4)c3)ncnc21. As a reaction SMILES: [CH2:38]1[O:39][CH2:40][CH2:41][CH2:42]1.[CH:1]1([CH:6]([CH2:7][C:8](=[O:9])[O:10][CH3:11])[n:12]2[n:13][cH:14][c:15](-[c:17]3[c:18]4[c:19]([n:20][cH:21][n:22]3)[n:23]([CH2:26][O:27][CH2:28][CH2:29][Si:30]([CH3:31])([CH3:32])[CH3:33])[cH:24][cH:25]4)[cH:16]2)[CH2:2][CH2:3][CH2:4][CH2:5]1.[ClH:37].[Li+:36].[OH-:35].[OH2:34].[OH2:43]>>[CH:1]1([CH:6]([CH2:7][C:8](=[O:9])[OH:10])[n:12]2[n:13][cH:14][c:15](-[c:17]3[c:18]4[c:19]([n:20][cH:21][n:22]3)[n:23]([CH2:26][O:27][CH2:28][CH2:29][Si:30]([CH3:31])([CH3:32])[CH3:33])[cH:24][cH:25]4)[cH:16]2)[CH2:2][CH2:3][CH2:4][CH2:5]1. Reactants: C(C)(C)(C)OC(=O)N1C(CCC1)CNC=1C=2N(C=CC1)N=C(N2)Cl (2-[(2-chloro-[1,2,4]triazolo[1,5-a]pyridin-8-ylamino)-methyl]-pyrrolidine-1-carboxylic acid tert-butyl ester), CN1CCN(CC1)C1=CC=C(C=C1)N (4-(4-methyl-piperazin-1-yl)-phenylamine), C1(CCCCC1)P(C1=C(C=CC=C1)C1=C(C=CC=C1)P(C1CCCCC1)C1CCCCC1)C1CCCCC1 (2,2′-bis-dicyclohexylphosphanyl-biphenyl). The product is C(C)(C)(C)OC(=O)N1C(CCC1)CNC=1C=2N(C=CC1)N=C(N2)NC2=CC=C(C=C2)N2CCN(CC2)C (2-({2-[4-(4-Methyl-piperazin-1-yl)-phenylamino]-[1,2,4]triazolo[1,5-a]pyridin-8-ylamino}-methyl)-pyrrolidine-1-carboxylic acid tert-butyl ester), resin. Yield: 16.0%. As a reaction SMILES: [C:1]([O:5][C:6]([N:8]1[CH2:12][CH2:11][CH2:10][CH:9]1[CH2:13][NH:14][C:15]1[C:16]2[N:17]([N:21]=[C:22](Cl)[N:23]=2)[CH:18]=[CH:19][CH:20]=1)=[O:7])([CH3:4])([CH3:3])[CH3:2].[CH3:25][N:26]1[CH2:31][CH2:30][N:29]([C:32]2[CH:37]=[CH:36][C:35]([NH2:38])=[CH:34][CH:33]=2)[CH2:28][CH2:27]1.C1(P(C2CCCCC2)C2C=CC=CC=2C2C=CC=CC=2P(C2CCCCC2)C2CCCCC2)CCCCC1>>[C:1]([O:5][C:6]([N:8]1[CH2:12][CH2:11][CH2:10][CH:9]1[CH2:13][NH:14][C:15]1[C:16]2[N:17]([N:21]=[C:22]([NH:38][C:35]3[CH:34]=[CH:33][C:32]([N:29]4[CH2:28][CH2:27][N:26]([CH3:25])[CH2:31][CH2:30]4)=[CH:37][CH:36]=3)[N:23]=2)[CH:18]=[CH:19][CH:20]=1)=[O:7])([CH3:4])([CH3:3])[CH3:2]. Procedure details: 170 b) 2-({2-[4-(4-Methyl-piperazin-1-yl)-phenylamino]-[1,2,4]triazolo[1,5-a]pyridin-8-ylamino}-methyl)-pyrrolidine-1-carboxylic acid tert-butyl ester was prepared from 2-[(2-chloro-[1,2,4]triazolo[1,5-a]pyridin-8-ylamino)-methyl]-pyrrolidine-1-carboxylic acid tert-butyl ester (400.0 mg, 1.137 mmol) and 4-(4-methyl-piperazin-1-yl)-phenylamine (240.0 mg, 1.255 mmol) with 2,2′-bis-dicyclohexylphosphanyl-biphenyl (63.0 mg, 0.115 mmol) as the ligand in a manner analogous to Example 2d. Product isola...